From a dataset of the Open Reaction Database (ORD), a public repository of structured organic reaction records. describe an organic reaction: reactants, conditions, products, and yield The reactants are CS(=O)(=O)O, CO, [Na+], [OH-], O, COC(CN(C)C(=O)CNC1CCC(O)CC1)OC. The product is CN1CCN(C2CCC(O)CC2)CC1=O. Reaction SMILES: [CH3:21][S:22](=[O:23])(=[O:24])[OH:25].[CH3:28][OH:29].[Na+:27].[OH-:26].[OH2:20].[OH:1][CH:2]1[CH2:3][CH2:4][CH:5]([NH:8][CH2:9][C:10](=[O:11])[N:12]([CH3:13])[CH2:14][CH:15]([O:16][CH3:17])[O:18][CH3:19])[CH2:6][CH2:7]1>>[OH:1][CH:2]1[CH2:3][CH2:4][CH:5]([N:8]2[CH2:9][C:10](=[O:11])[N:12]([CH3:13])[CH2:14][CH2:15]2)[CH2:6][CH2:7]1.